Dataset: the Open Reaction Database (ORD), a public repository of structured organic reaction records. Task: describe an organic reaction: reactants, conditions, products, and yield Starting materials: C(CCC)Br (butyl bromide), IC1=CC=C(C=C)C=C1 (p-iodostyrene), [Li] (lithium), BrC=1C2=CC=CC=C2N=C2C=CC=CC12 (9-bromoacridine). Run in CCOCC (ether), [Co](Cl)Cl (cobalt chloride), CCOCC (ether), CCOCC (ether), CCOCC (ether). Run at time 3 hour. Yields the product C(=C)C1=CC=C(C=C1)C=1C2=CC=CC=C2N=C2C=CC=CC12 (9-(p-vinylphenyl)acridine). Yield: 38.5%. As a reaction SMILES: C(Br)CCC.[Li].Br[C:8]1[C:9]2[C:14]([N:15]=[C:16]3[C:21]=1[CH:20]=[CH:19][CH:18]=[CH:17]3)=[CH:13][CH:12]=[CH:11][CH:10]=2.I[C:23]1[CH:30]=[CH:29][C:26]([CH:27]=[CH2:28])=[CH:25][CH:24]=1>CCOCC.[Co](Cl)Cl>[CH:27]([C:26]1[CH:29]=[CH:30][C:23]([C:8]2[C:9]3[C:14]([N:15]=[C:16]4[C:21]=2[CH:20]=[CH:19][CH:18]=[CH:17]4)=[CH:13][CH:12]=[CH:11][CH:10]=3)=[CH:24][CH:25]=1)=[CH2:28] |^1:5|. Reported procedure: A solution of butyl lithium in ether was obtained by reacting a solution consisting of 137 g of butyl bromide and 200 ml of ether with a suspension consisting of 17 g of lithium and 400 ml of ether by the use of the same apparatus as that used in Referential Example 1. This solution was added dropwise to 300 ml of an ether solution containing 180 g of 9-bromoacridine at 0°-5° C., and the mixture was then warmed gradually to room temperature and stirred for further 3 hours. To the mixture was add... Reactants: COCCCCCCOC1=CC=C(C=C1)C1=NN=C(S1)C1=CC=C(C(=O)OC)C=C1 (methyl 4-[5-[4-(6-methoxy-n-hexyloxy)-phenyl]-1,3,4-thiadiazol-2-yl]benzoate), [OH-].[Na+] (sodium hydroxide), Cl (hydrochloric acid). The solvent is O1CCCC1 (tetrahydrofuran), CO (methanol), O (water), O (water). Yields the product COCCCCCCOC1=CC=C(C=C1)C1=NN=C(S1)C1=CC=C(C(=O)O)C=C1 (4-[5-[4-(6-methoxy-n-hexyloxy)phenyl]-1,3,4-thiadiazol-2-yl]benzoic acid). Yield: 96.1%. Reaction SMILES: [CH3:1][O:2][CH2:3][CH2:4][CH2:5][CH2:6][CH2:7][CH2:8][O:9][C:10]1[CH:15]=[CH:14][C:13]([C:16]2[S:20][C:19]([C:21]3[CH:30]=[CH:29][C:24]([C:25]([O:27]C)=[O:26])=[CH:23][CH:22]=3)=[N:18][N:17]=2)=[CH:12][CH:11]=1.[OH-].[Na+].Cl>O.O1CCCC1.CO>[CH3:1][O:2][CH2:3][CH2:4][CH2:5][CH2:6][CH2:7][CH2:8][O:9][C:10]1[CH:11]=[CH:12][C:13]([C:16]2[S:20][C:19]([C:21]3[CH:22]=[CH:23][C:24]([C:25]([OH:27])=[O:26])=[CH:29][CH:30]=3)=[N:18][N:17]=2)=[CH:14][CH:15]=1 |f:1.2|. Reported procedure: A mixture of methyl 4-[5-[4-(6-methoxy-n-hexyloxy)-phenyl]-1,3,4-thiadiazol-2-yl]benzoate (179.6 g), sodium hydroxide (25.3 g), water (250 ml), methanol (1 L), and tetrahydrofuran (750 ml) was heated under refluxing for 1 hour then cooled to room temperature and poured into water (7 L). The pH of the stirred mixture was adjusted to 2.0 with 6N-hydrochloric acid and the precipitate collected by filtration, washed thoroughly with water, followed by acetonitrile, then dried under hi-vacuum at 50° C... Run at time 16 hour. Reported procedure: A solution of 1.6 g (3.9 mmol) of 2-propionyl-3-hydroxy-5-(4-(4-(methylsulfonyl)phenoxy)phenyl)-cyclohex-2-en-1-one in 10 mL of methylene chloride and 10 mL of absolute ethanol, at room temperature was treated with 0.50 g (5.2 mmol)of ethoxyamine hydrochloride and 0.40 g (4.9 mmol) of anhydrous sodium acetate. After stirring under a nitrogen atmosphere for 16 hours, the mixture was poured into 100 mL of water and extracted twice with 20 mL portions of methylene chloride. The combined extracts we... Starting materials: O (water), C(CC)(=O)C=1C(CC(CC1O)C1=CC=C(C=C1)OC1=CC=C(C=C1)S(=O)(=O)C)=O (2-propionyl-3-hydroxy-5-(4-(4-(methylsulfonyl)phenoxy)phenyl)-cyclohex-2-en-1-one), Cl.C(C)ON (ethoxyamine hydrochloride), C(C)(=O)[O-].[Na+] (sodium acetate). Run in C(Cl)Cl (methylene chloride), C(C)O (ethanol). Reaction SMILES: [C:1]([C:5]1[C:6](=[O:29])[CH2:7][CH:8]([C:12]2[CH:17]=[CH:16][C:15]([O:18][C:19]3[CH:24]=[CH:23][C:22]([S:25]([CH3:28])(=[O:27])=[O:26])=[CH:21][CH:20]=3)=[CH:14][CH:13]=2)[CH2:9][C:10]=1[OH:11])(=O)[CH2:2][CH3:3].Cl.[CH2:31]([O:33][NH2:34])[CH3:32].C([O-])(=O)C.[Na+].O>C(Cl)Cl.C(O)C>[CH2:31]([O:33][N:34]=[C:1]([C:5]1[C:6](=[O:29])[CH2:7][CH:8]([C:12]2[CH:13]=[CH:14][C:15]([O:18][C:19]3[CH:20]=[CH:21][C:22]([S:25]([CH3:28])(=[O:27])=[O:26])=[CH:23][CH:24]=3)=[CH:16][CH:17]=2)[CH2:9][C:10]=1[OH:11])[CH2:2][CH3:3])[CH3:32] |f:1.2,3.4|. Yields the product C(C)ON=C(CC)C=1C(CC(CC1O)C1=CC=C(C=C1)OC1=CC=C(C=C1)S(=O)(=O)C)=O (2-(1-(Ethoxyimino)propyl)-3-hydroxy-5-(4-(4-(methylsulfonyl)phenoxy)phenyl)-cyclohex-2-en-1-one). Reaction SMILES: [C:26](=[O:27])([O-:28])[O-:29].[CH3:32][C:33]([CH2:34][CH3:35])=[O:36].[Cl:16][CH2:17][CH2:18][CH2:19][CH2:20][CH2:21][CH2:22][CH2:23][CH2:24][OH:25].[K+:30].[K+:31].[OH:1][c:2]1[cH:3][cH:4][c:5](-[c:8]2[cH:9][cH:10][c:11]([C:14]#[N:15])[cH:12][cH:13]2)[cH:6][cH:7]1>>[O:1]([c:2]1[cH:3][cH:4][c:5](-[c:8]2[cH:9][cH:10][c:11]([C:14]#[N:15])[cH:12][cH:13]2)[cH:6][cH:7]1)[CH2:17][CH2:18][CH2:19][CH2:20][CH2:21][CH2:22][CH2:23][CH2:24][OH:25]. Product: N#Cc1ccc(-c2ccc(OCCCCCCCCO)cc2)cc1. The reactants are O=C([O-])[O-], CCC(C)=O, OCCCCCCCCCl, [K+], [K+], N#Cc1ccc(-c2ccc(O)cc2)cc1. Reactants: Cl.Cl.NC1=CC(=C(C(=O)NCC2CCNCC2)C=C1Cl)OC (4-Amino-5-chloro-2-methoxy-N-(piperidin-4-ylmethyl)benzamide dihydrochloride), C1(=CC=CC=C1)SCCCCCCCl (6-phenylthiohexyl chloride). Yields the product NC1=CC(=C(C(=O)NCC2CCN(CC2)CCCCCCSC2=CC=CC=C2)C=C1Cl)OC (4-amino-5-chloro-2-methoxy-N-((1-(6-phenylthiohexyl)piperidin-4-yl)methyl)benzamide). Yield: 42.4%. Reaction SMILES: Cl.Cl.[NH2:3][C:4]1[C:19]([Cl:20])=[CH:18][C:7]([C:8]([NH:10][CH2:11][CH:12]2[CH2:17][CH2:16][NH:15][CH2:14][CH2:13]2)=[O:9])=[C:6]([O:21][CH3:22])[CH:5]=1.[C:23]1([S:29][CH2:30][CH2:31][CH2:32][CH2:33][CH2:34][CH2:35]Cl)[CH:28]=[CH:27][CH:26]=[CH:25][CH:24]=1>>[NH2:3][C:4]1[C:19]([Cl:20])=[CH:18][C:7]([C:8]([NH:10][CH2:11][CH:12]2[CH2:13][CH2:14][N:15]([CH2:35][CH2:34][CH2:33][CH2:32][CH2:31][CH2:30][S:29][C:23]3[CH:24]=[CH:25][CH:26]=[CH:27][CH:28]=3)[CH2:16][CH2:17]2)=[O:9])=[C:6]([O:21][CH3:22])[CH:5]=1 |f:0.1.2|. Procedure details: 4-Amino-5-chloro-2-methoxy-N-(piperidin-4-ylmethyl)benzamide dihydrochloride (2.5 g) as starting compound and 6-phenylthiohexyl chloride (2.76 g) were reacted and treated in the same manner as in Example 168 to give 1.40 g of 4-amino-5-chloro-2-methoxy-N-((1-(6-phenylthiohexyl)piperidin-4-yl)methyl)benzamide. Reactants: CCOC(=O)CCc1c[nH]nc1OCC, CN(C)C=O, Cc1oc(-c2ccccc2)nc1COc1ccc(CCl)cn1, [H-], [Na+], O. The product is CCOC(=O)CCc1cn(Cc2ccc(OCc3nc(-c4ccccc4)oc3C)nc2)nc1OCC. Reaction SMILES: [CH2:1]([CH3:2])[O:3][c:4]1[n:5][nH:6][cH:7][c:8]1[CH2:9][CH2:10][C:11](=[O:12])[O:13][CH2:14][CH3:15].[CH3:38][N:39]([CH3:40])[CH:41]=[O:42].[Cl:16][CH2:17][c:18]1[cH:19][cH:20][c:21]([O:24][CH2:25][c:26]2[n:27][c:28](-[c:32]3[cH:33][cH:34][cH:35][cH:36][cH:37]3)[o:29][c:30]2[CH3:31])[n:22][cH:23]1.[H-:43].[Na+:44].[OH2:45]>>[CH2:1]([CH3:2])[O:3][c:4]1[n:5][n:6]([CH2:17][c:18]2[cH:19][cH:20][c:21]([O:24][CH2:25][c:26]3[n:27][c:28](-[c:32]4[cH:33][cH:34][cH:35][cH:36][cH:37]4)[o:29][c:30]3[CH3:31])[n:22][cH:23]2)[cH:7][c:8]1[CH2:9][CH2:10][C:11](=[O:12])[O:13][CH2:14][CH3:15].